From a dataset of the Open Reaction Database (ORD), a public repository of structured organic reaction records. describe an organic reaction: reactants, conditions, products, and yield The reactants are COC(C1=C(CC(C=C1)=COC=1C=NC=CC1)OC1=CC=CC=C1)=O (4-(3-pyridyloxymethylene)-2-phenoxybenzoic acid methyl ester), [OH-].[K+] (KOH). Run in CO (methanol), O (water). The product is N1=CC(=CC=C1)OCC1=CC(=C(C(=O)O)C=C1)OC1=CC=CC=C1 (4-(3-pyridyloxymethyl)-2-phenoxybenzoic acid). Yield: 92.1%. RXN SMILES: C[O:2][C:3](=[O:25])[C:4]1[CH:9]=[CH:8][C:7](=[CH:10][O:11][C:12]2[CH:13]=[N:14][CH:15]=[CH:16][CH:17]=2)[CH2:6][C:5]=1[O:18][C:19]1[CH:24]=[CH:23][CH:22]=[CH:21][CH:20]=1.[OH-].[K+]>CO.O>[N:14]1[CH:15]=[CH:16][CH:17]=[C:12]([O:11][CH2:10][C:7]2[CH:8]=[CH:9][C:4]([C:3]([OH:25])=[O:2])=[C:5]([O:18][C:19]3[CH:24]=[CH:23][CH:22]=[CH:21][CH:20]=3)[CH:6]=2)[CH:13]=1 |f:1.2|. Procedure details: To a solution in methanol (15 mL) of 4-(3-pyridyloxymethylene)-2-phenoxybenzoic acid methyl ester (2.46 g), prepared as in Example 157E, was added a solution of 5% aqeuous KOH (2.00 g) in water (3 mL). The reaction mixture was heated at reflux for 1.5 hours. The reaction mixture was concentrated in vacuo and the residue was dissolved in water. The aqueous phase was acidified with acetic acid with cooling and stirring. The resulting solid was filtered, washed with water, and dissolved in THF. The... Reactants: CC(NC(=O)OCc1ccccc1)C(=O)O, C#Cc1cccc(N)c1. Reagents/catalysts: C[N+]1(CCOCC1)C2=NC(=NC(=N2)OC)OC.[Cl-] (DMTMM), CCN(C(C)C)C(C)C (DIPEA). Run in CN(C)C=O (DMF), CN(C)C=O (DMF), CN(C)C=O (DMF), CN(C)C=O (DMF), CN(C)C=O (DMF), CN(C)C=O (DMF). Reaction conditions: temperature 25 celsius, time 2 hour. Yields the product C#Cc1cccc(NC(=O)C(C)NC(=O)OCc2ccccc2)c1. Yield: 0.5%. As a reaction SMILES: C#Cc1cccc(N)c1.CC(NC(=O)OCc1ccccc1)C(=O)O.C[N+]1(CCOCC1)C2=NC(=NC(=N2)OC)OC.[Cl-].CCN(C(C)C)C(C)C.CN(C)C=O>>C#Cc1cccc(NC(=O)C(C)NC(=O)OCc2ccccc2)c1. Reactants: [Br-], CC(C)(C)OC(=O)N1CCCN(c2nc3ccccc3[nH]2)CC1, O=C([O-])O, CCCC[N+](CCCC)(CCCC)CCCC, CN(C)C=O, [Cl-], CC(=O)CCCCl, [H-], [NH4+], [Na+], [Na+], C1CCOC1. Yields the product CC(=O)CCCn1c(N2CCCN(C(=O)OC(C)(C)C)CC2)nc2ccccc21. Reaction SMILES: [Br-:35].[C:1]([CH3:2])([CH3:3])([CH3:4])[O:5][C:6](=[O:7])[N:8]1[CH2:9][CH2:10][N:11]([c:15]2[n:16][c:17]3[c:18]([nH:19]2)[cH:20][cH:21][cH:22][cH:23]3)[CH2:12][CH2:13][CH2:14]1.[C:53](=[O:54])([OH:55])[O-:56].[CH2:36]([N+:37]([CH2:38][CH2:39][CH2:40][CH3:41])([CH2:42][CH2:43][CH2:44][CH3:45])[CH2:46][CH2:47][CH2:48][CH3:49])[CH2:50][CH2:51][CH3:52].[CH3:58][N:59]([CH3:60])[CH:61]=[O:62].[Cl-:33].[Cl:26][CH2:27][CH2:28][CH2:29][C:30]([CH3:31])=[O:32].[H-:24].[NH4+:34].[Na+:25].[Na+:57].[O:63]1[CH2:64][CH2:65][CH2:66][CH2:67]1>>[C:1]([CH3:2])([CH3:3])([CH3:4])[O:5][C:6](=[O:7])[N:8]1[CH2:9][CH2:10][N:11]([c:15]2[n:16]([CH2:27][CH2:28][CH2:29][C:30]([CH3:31])=[O:32])[c:17]3[c:18]([n:19]2)[cH:20][cH:21][cH:22][cH:23]3)[CH2:12][CH2:13][CH2:14]1. Reactants: ClCC(=O)Cl (chloroacetyl chloride), BrC1=CC=C2C(=C(C=NC2=C1)N)NC(CCO[Si](C)(C)C(C)(C)C)C (7-bromo-N4-[3-(tert-butyldimethylsilanyloxy)-1-methylpropyl]quinoline-3,4-diamine). The solvent is C(Cl)(Cl)Cl (chloroform), C(Cl)(Cl)Cl (chloroform). Conditions: time 3 day. The product is BrC=1C=CC=2C3=C(C=NC2C1)N=C(N3C(CCO[Si](C)(C)C(C)(C)C)C)CCl (7-bromo-1-[3-(tert-butyldimethylsilanyloxy)-1-methylpropyl]-2-chloromethyl-1H-imidazo[4,5-c]quinoline). The yield is 15.2%. Reaction SMILES: [Cl:1][CH2:2][C:3](Cl)=O.[Br:6][C:7]1[CH:16]=[C:15]2[C:10]([C:11]([NH:18][CH:19]([CH3:30])[CH2:20][CH2:21][O:22][Si:23]([C:26]([CH3:29])([CH3:28])[CH3:27])([CH3:25])[CH3:24])=[C:12]([NH2:17])[CH:13]=[N:14]2)=[CH:9][CH:8]=1>C(Cl)(Cl)Cl>[Br:6][C:7]1[CH:8]=[CH:9][C:10]2[C:11]3[N:18]([CH:19]([CH3:30])[CH2:20][CH2:21][O:22][Si:23]([C:26]([CH3:29])([CH3:28])[CH3:27])([CH3:25])[CH3:24])[C:3]([CH2:2][Cl:1])=[N:17][C:12]=3[CH:13]=[N:14][C:15]=2[CH:16]=1. Reported procedure: A solution of chloroacetyl chloride (16.1 g, 142 mmol) in chloroform (120 mL) was added dropwise to a solution of 7-bromo-N4-[3-(tert-butyldimethylsilanyloxy)-1-methylpropyl]quinoline-3,4-diamine (54.96 g, 129.5 mmol) in chloroform (500 mL), and the reaction was stirred for three days at room temperature. The solvent was removed under reduced pressure, and the intermediate amide was heated at reflux for two hours in glacial acetic acid (600 mL). The acetic acid was removed under reduced pressure... RXN SMILES: [C:1]([O:2][c:3]1[cH:4][cH:5][c:6]([CH2:9][CH:10]([CH:11]([CH2:12][N:13]([CH2:14][CH:15]([CH3:16])[CH3:17])[S:18](=[O:19])(=[O:20])[c:21]2[cH:22][c:23]3[c:24]([cH:28][cH:29]2)[O:25][CH2:26][O:27]3)[OH:30])[NH:31][C:32](=[O:33])[O:34][CH:35]2[CH2:36][O:37][CH:38]3[O:39][CH2:40][CH2:41][CH:42]23)[cH:7][cH:8]1)([O:43][c:45]1[cH:46][cH:47][c:48]([N+:49]([O-:50])=[O:51])[cH:52][cH:53]1)=[O:44].[CH3:59][NH:60][CH3:61].[CH3:62][CH2:63][O:64][C:65](=[O:66])[CH3:67].[O:54]1[CH2:55][CH2:56][CH2:57][CH2:58]1.[O:68]1[CH2:69][CH2:70][CH2:71][CH2:72]1>>[C:1]([O:2][c:3]1[cH:4][cH:5][c:6]([CH2:9][CH:10]([CH:11]([CH2:12][N:13]([CH2:14][CH:15]([CH3:16])[CH3:17])[S:18](=[O:19])(=[O:20])[c:21]2[cH:22][c:23]3[c:24]([cH:28][cH:29]2)[O:25][CH2:26][O:27]3)[OH:30])[NH:31][C:32](=[O:33])[O:34][CH:35]2[CH2:36][O:37][CH:38]3[O:39][CH2:40][CH2:41][CH:42]23)[cH:7][cH:8]1)(=[O:43])[N:60]([CH3:59])[CH3:61]. Starting materials: CC(C)CN(CC(O)C(Cc1ccc(OC(=O)Oc2ccc([N+](=O)[O-])cc2)cc1)NC(=O)OC1COC2OCCC12)S(=O)(=O)c1ccc2c(c1)OCO2, CNC, CCOC(C)=O, C1CCOC1, C1CCOC1. The product is CC(C)CN(CC(O)C(Cc1ccc(OC(=O)N(C)C)cc1)NC(=O)OC1COC2OCCC12)S(=O)(=O)c1ccc2c(c1)OCO2. Reactants: CCCOC(=O)OCI, O=C([O-])[O-], CCCC[N+](CCCC)(CCCC)CCCC, O=C(NCc1ccc(F)cc1F)c1cn2c(c(O)c1=O)C(=O)N1CC3CCCN3C1C2, [K+], [K+], [Na], O=S(=O)([O-])O. Product: CCCOC(=O)OCOc1c2n(cc(C(=O)NCc3ccc(F)cc3F)c1=O)CC1N(CC3CCCN31)C2=O. RXN SMILES: [C:1]([O:2][CH2:3][I:4])([O:5][CH2:6][CH2:7][CH3:8])=[O:9].[C:42](=[O:43])([O-:44])[O-:45].[CH2:53]([N+:54]([CH2:55][CH2:56][CH2:57][CH3:58])([CH2:59][CH2:60][CH2:61][CH3:62])[CH2:63][CH2:64][CH2:65][CH3:66])[CH2:67][CH2:68][CH3:69].[F:11][c:12]1[c:13]([CH2:19][NH:20][C:21](=[O:22])[c:23]2[c:24](=[O:41])[c:25]([OH:40])[c:26]3[n:27]([cH:39]2)[CH2:28][CH:29]2[N:30]([C:31]3=[O:32])[CH2:33][CH:34]3[N:35]2[CH2:36][CH2:37][CH2:38]3)[cH:14][cH:15][c:16]([F:18])[cH:17]1.[K+:46].[K+:47].[Na:10].[S:48]([O-:49])([OH:50])(=[O:51])=[O:52]>>[C:1]([O:2][CH2:3][O:40][c:25]1[c:24](=[O:41])[c:23]([C:21]([NH:20][CH2:19][c:13]2[c:12]([F:11])[cH:17][c:16]([F:18])[cH:15][cH:14]2)=[O:22])[cH:39][n:27]2[c:26]1[C:31](=[O:32])[N:30]1[CH:29]([CH2:28]2)[N:35]2[CH:34]([CH2:33]1)[CH2:38][CH2:37][CH2:36]2)([O:5][CH2:6][CH2:7][CH3:8])=[O:9]. The reactants are [N+](=O)([O-])C=1N=C2OCC(CN2C1)CO ((2-nitro-6,7-dihydro-5H-imidazo[2,1-b][1,3]oxazin-6-yl)methanol), IC1=CC=C(CBr)C=C1 (4-iodobenzyl bromide), [H-].[Na+] (NaH). Product: IC1=CC=C(COCC2CN3C(OC2)=NC(=C3)[N+](=O)[O-])C=C1 (6-{[(4-iodobenzyl)oxy]methyl}-2-nitro-6,7-dihydro-5H-imidazo[2,1-b][1,3]oxazine). The yield is 42.0%. As a reaction SMILES: [N+:1]([C:4]1[N:5]=[C:6]2[N:11]([CH:12]=1)[CH2:10][CH:9]([CH2:13][OH:14])[CH2:8][O:7]2)([O-:3])=[O:2].[I:15][C:16]1[CH:23]=[CH:22][C:19]([CH2:20]Br)=[CH:18][CH:17]=1.[H-].[Na+]>>[I:15][C:16]1[CH:23]=[CH:22][C:19]([CH2:20][O:14][CH2:13][CH:9]2[CH2:8][O:7][C:6]3=[N:5][C:4]([N+:1]([O-:3])=[O:2])=[CH:12][N:11]3[CH2:10]2)=[CH:18][CH:17]=1 |f:2.3|. Procedure: Alkylation of oxazine alcohol 180 (see Example 2MMM) with 4-iodobenzyl bromide and NaH (1.4 equiv.) as in Example 2UU above for 3 h, followed by chromatography of the product on silica gel, eluting with 0-1% EtOAc/CH2Cl2 (foreruns) and then with 3% EtOAc/CH2Cl2, gave 6-{[(4-iodobenzyl)oxy]methyl}-2-nitro-6,7-dihydro-5H-imidazo[2,1-b][1,3]oxazine (183) (42%) as a white solid: mp (CH2Cl2/hexane) 161-163° C.; 1H NMR (CDCl3) δ 7.70 (dt, J=8.3, 2.0 Hz, 2H), 7.40 (s, 1H), 7.03 (br d, J=8.3 Hz, 2H), 4.... The reactants are C(C1=CC=CC=C1)OC[C@H](CO)NC(OC(C)(C)C)=O ((S)-tert-butyl 1-(benzyloxy)-3-hydroxypropan-2-ylcarbamate), CCN(C(C)C)C(C)C (DIEA), CN(C)C=O (DMF), [N-]=[N+]=[N-].[Na+] (NaN3). Solvent: C(Cl)Cl (DCM), CCOC(=O)C (EtOAc), O (water), C(Cl)Cl (DCM). Reaction conditions: time 30 minute. The product is N(=[N+]=[N-])C[C@@H](COCC1=CC=CC=C1)NC(OC(C)(C)C)=O ((S)-tert-butyl 1-azido-3-(benzyloxy)propan-2-ylcarbamate). The yield is 76.5%. As a reaction SMILES: [CH2:1]([O:8][CH2:9][C@@H:10]([NH:13][C:14](=[O:20])[O:15][C:16]([CH3:19])([CH3:18])[CH3:17])[CH2:11]O)[C:2]1[CH:7]=[CH:6][CH:5]=[CH:4][CH:3]=1.CCN(C(C)C)C(C)C.CN(C=O)C.[N-:35]=[N+:36]=[N-:37].[Na+]>C(Cl)Cl.CCOC(C)=O.O>[N:35]([CH2:11][C@H:10]([NH:13][C:14](=[O:20])[O:15][C:16]([CH3:19])([CH3:18])[CH3:17])[CH2:9][O:8][CH2:1][C:2]1[CH:7]=[CH:6][CH:5]=[CH:4][CH:3]=1)=[N+:36]=[N-:37] |f:3.4|. Reported procedure: To a solution of (S)-tert-butyl 1-(benzyloxy)-3-hydroxypropan-2-ylcarbamate (1.89 g, 6.4 mmol) in DCM (50 mL) was added MSCl (0.55 mL, 7.04 mmol) and DIEA (1.27 mL, 7.68 mmol). The mixture was stirred at RT for 30 min. The mixture was diluted with DCM (300 mL), washed with NaHCO3 and brine, dried over Na2SO4, filtered, and concentrated under reduced pressure. The crude product was dissolved in DMF (20 mL). To this DMF solution was added NaN3 (1.25 g, 19.2 mmol) and the mixture was heated to 80° ... Starting materials: O=C([O-])[O-], CN(C)C=O, O=CNc1nc(CCl)cs1, [K+], [K+], Sc1ccncc1. The product is O=CNc1nc(CSc2ccncc2)cs1. RXN SMILES: [C:18](=[O:19])([O-:20])[O-:21].[CH3:24][N:25]([CH3:26])[CH:27]=[O:28].[Cl:1][CH2:2][c:3]1[n:4][c:5]([NH:8][CH:9]=[O:10])[s:6][cH:7]1.[K+:22].[K+:23].[SH:11][c:12]1[cH:13][cH:14][n:15][cH:16][cH:17]1>>[CH2:2]([c:3]1[n:4][c:5]([NH:8][CH:9]=[O:10])[s:6][cH:7]1)[S:11][c:12]1[cH:13][cH:14][n:15][cH:16][cH:17]1.